This data is from the Open Reaction Database (ORD), a public repository of structured organic reaction records. The task is: describe an organic reaction: reactants, conditions, products, and yield Reactants: NCCNC[C@H]1NC([C@H]1NC(\C(\C=1N=C(SC1)NC(=O)OC(C)(C)C)=N/OC(C(=O)OC(C)(C)C)(C)C)=O)=O (tert-Butyl 2-(((Z)-(2-(((2R,3S)-2-(((2-aminoethyl)amino)methyl)-4-oxoazetidin-3-yl)amino)-1-(2-((tert-butoxycarbonyl)amino)thiazol-4-yl)-2-oxoethylidene)amino)oxy)-2-methylpropanoate), C1=CN(C=N1)C(=O)N2C=CN=C2 (CDI), TEA. Run in CCOC(=O)C (EtOAc), C(Cl)(Cl)Cl (chloroform). Conditions: time 1 hour. Yields the product C(C)(C)(C)OC(=O)NC=1SC=C(N1)/C(/C(N[C@@H]1C(N[C@@H]1CN1C(NCC1)=O)=O)=O)=N/OC(C(=O)OC(C)(C)C)(C)C (tert-Butyl 2-(((Z)-(1-(2-((tert-butoxycarbonyl)amino)thiazol-4-yl)-2-oxo-2-(((3S,4R)-2-oxo-4-((2-oxoimidazolidin-1-yl)methyl)azetidin-3-yl)amino)ethylidene)amino)oxy)-2-methylpropanoate). The yield is 81.2%. As a reaction SMILES: [NH2:1][CH2:2][CH2:3][NH:4][CH2:5][C@@H:6]1[C@H:9]([NH:10][C:11](=[O:38])/[C:12](=[N:26]\[O:27][C:28]([CH3:37])([CH3:36])[C:29]([O:31][C:32]([CH3:35])([CH3:34])[CH3:33])=[O:30])/[C:13]2[N:14]=[C:15]([NH:18][C:19]([O:21][C:22]([CH3:25])([CH3:24])[CH3:23])=[O:20])[S:16][CH:17]=2)[C:8](=[O:39])[NH:7]1.C1N=CN([C:45](N2C=NC=C2)=[O:46])C=1>C(Cl)(Cl)Cl.CCOC(C)=O>[C:22]([O:21][C:19]([NH:18][C:15]1[S:16][CH:17]=[C:13](/[C:12](=[N:26]/[O:27][C:28]([CH3:37])([CH3:36])[C:29]([O:31][C:32]([CH3:35])([CH3:34])[CH3:33])=[O:30])/[C:11](=[O:38])[NH:10][C@H:9]2[C@@H:6]([CH2:5][N:4]3[CH2:3][CH2:2][NH:1][C:45]3=[O:46])[NH:7][C:8]2=[O:39])[N:14]=1)=[O:20])([CH3:25])([CH3:24])[CH3:23]. Reported procedure: To a solution of tert-Butyl 2-(((Z)-(2-(((2R,3S)-2-(((2-aminoethyl)amino)methyl)-4-oxoazetidin-3-yl)amino)-1-(2-((tert-butoxycarbonyl)amino)thiazol-4-yl)-2-oxoethylidene)amino)oxy)-2-methylpropanoate (100 mg, 0.151 mmol) in chloroform (756 μl) was added CDI (98 mg, 0.604 mmol) followed by TEA (105 μl, 0.756 mmol). After stirring at rt for 1 h it was diluted with EtOAc, washed with water, brine, dried over Na2SO4 and concentrated in vacuo to afford the title compound (73 mg, 81%) as a white solid... Starting materials: CN(CCCOC1=CC=C(C=O)C=C1)C (4-(3-Dimethylaminopropoxy)benzaldehyde), C(CC1=CC=CC=C1)N (phenethylamine). Solvent: C1(=CC=CC=C1)C (toluene). The product is CN(CCCOC1=CC=C(C=C1)C=NCCC1=CC=CC=C1)C (N-[[4-[3-(Dimethylamino)propoxy]phenyl]methylene]benzeneethanamine). Yield: 91.2%. Reaction SMILES: [CH3:1][N:2]([CH3:15])[CH2:3][CH2:4][CH2:5][O:6][C:7]1[CH:14]=[CH:13][C:10]([CH:11]=O)=[CH:9][CH:8]=1.[CH2:16]([NH2:24])[CH2:17][C:18]1[CH:23]=[CH:22][CH:21]=[CH:20][CH:19]=1>C1(C)C=CC=CC=1>[CH3:1][N:2]([CH3:15])[CH2:3][CH2:4][CH2:5][O:6][C:7]1[CH:14]=[CH:13][C:10]([CH:11]=[N:24][CH2:16][CH2:17][C:18]2[CH:23]=[CH:22][CH:21]=[CH:20][CH:19]=2)=[CH:9][CH:8]=1. Procedure: 4-(3-Dimethylaminopropoxy)benzaldehyde (30.0 g) is reacted with 18 g of phenethylamine in 150 ml of toluene as described under Example 1 to give 41 g of an oil; boiling point 184°-189° C./0.1-0.2 mm of Hg. Reactants: NC1=C(C#N)C(=CC=C1)OCC1CCCCC1 (2-amino-6-(cyclohexylmethoxy)benzonitrile), O=C(CC(=O)OCC)C (ethyl 3-oxobutanoate). Product: NC1=C(C(=NC2=CC=CC(=C12)OCC1CCCCC1)C)C(=O)OCC (ethyl 4-amino-5-(cyclohexylmethoxy)-2-methylquinoline-3-carboxylate). RXN SMILES: [NH2:1][C:2]1[CH:9]=[CH:8][CH:7]=[C:6]([O:10][CH2:11][CH:12]2[CH2:17][CH2:16][CH2:15][CH2:14][CH2:13]2)[C:3]=1[C:4]#[N:5].O=[C:19]([CH3:26])[CH2:20][C:21]([O:23][CH2:24][CH3:25])=[O:22]>>[NH2:5][C:4]1[C:3]2[C:2](=[CH:9][CH:8]=[CH:7][C:6]=2[O:10][CH2:11][CH:12]2[CH2:17][CH2:16][CH2:15][CH2:14][CH2:13]2)[N:1]=[C:19]([CH3:26])[C:20]=1[C:21]([O:23][CH2:24][CH3:25])=[O:22]. Procedure: Prepared as in Example 2a from 2-amino-6-(cyclohexylmethoxy)benzonitrile (Example 115b) and ethyl 3-oxobutanoate as a pale yellow solid (47%). 1H NMR (400 MHz, MeOD) δ 1.12-1.37 (m, 6H), 1.42 (t, J=4.0 Hz, 3H), 1.73-2.01 (m, 5H), 2.68 (s, 3H), 4.06 (d, J=4.0 Hz, 2H), 4.42 (q, J=8.0 Hz, 2H), 6.96 (d, J=8.0 Hz, 1H), 7.32 (d, J=8.0 Hz, 1H), 7.58 (t, J=8.0 Hz, 1H). MS 343 (MH+). Reactants: COC(=O)C1=C(O)c2cc(Cl)ccc2S(=O)(=O)N1C, Cc1cnc(N)s1, Cc1ccccc1C. Yields the product Cc1cnc(NC(=O)C2=C(O)c3cc(Cl)ccc3S(=O)(=O)N2C)s1. As a reaction SMILES: [Cl:1][c:2]1[cH:3][cH:4][c:5]2[c:6]([cH:19]1)[C:7]([OH:18])=[C:8]([C:14]([O:16][CH3:15])=[O:17])[N:9]([CH3:13])[S:10]2(=[O:11])=[O:12].[NH2:20][c:21]1[s:22][c:23]([CH3:26])[cH:24][n:25]1.[c:27]1([CH3:28])[c:29]([CH3:30])[cH:31][cH:32][cH:33][cH:34]1>>[Cl:1][c:2]1[cH:3][cH:4][c:5]2[c:6]([cH:19]1)[C:7]([OH:18])=[C:8]([C:14](=[O:16])[NH:20][c:21]1[s:22][c:23]([CH3:26])[cH:24][n:25]1)[N:9]([CH3:13])[S:10]2(=[O:11])=[O:12]. Reactants: CCCCc1ccc(CN(CCCCCCC(=O)OC)S(=O)(=O)c2cccnc2)cc1, CO, [Na+], [OH-]. Yields the product CCCCc1ccc(CN(CCCCCCC(=O)O)S(=O)(=O)c2cccnc2)cc1. RXN SMILES: [CH3:1][O:2][C:3]([CH2:4][CH2:5][CH2:6][CH2:7][CH2:8][CH2:9][N:10]([S:11](=[O:12])(=[O:13])[c:14]1[cH:15][n:16][cH:17][cH:18][cH:19]1)[CH2:20][c:21]1[cH:22][cH:23][c:24]([CH2:27][CH2:28][CH2:29][CH3:30])[cH:25][cH:26]1)=[O:31].[CH3:34][OH:35].[Na+:33].[OH-:32]>>[O:2]=[C:3]([CH2:4][CH2:5][CH2:6][CH2:7][CH2:8][CH2:9][N:10]([S:11](=[O:12])(=[O:13])[c:14]1[cH:15][n:16][cH:17][cH:18][cH:19]1)[CH2:20][c:21]1[cH:22][cH:23][c:24]([CH2:27][CH2:28][CH2:29][CH3:30])[cH:25][cH:26]1)[OH:31]. The reactants are C(CCC=C)C1=CC=C(C#N)C=C1 (p-(4-pentenyl)benzonitrile), Cl (hydrochloric acid), C(COCCO)O (diethylene glycol), solution, [OH-].[K+] (potassium hydroxide). The solvent is O (water). Yields the product C(CCC=C)C1=CC=C(C(=O)O)C=C1 (p-(4-pentenyl)benzoic acid). RXN SMILES: [CH2:1]([C:6]1[CH:13]=[CH:12]C(C#N)=[CH:8][CH:7]=1)[CH2:2][CH2:3][CH:4]=[CH2:5].[OH-:14].[K+].Cl.C(O)CO[CH2:20][CH2:21][OH:22]>O>[CH2:1]([C:6]1[CH:13]=[CH:12][C:20]([C:21]([OH:22])=[O:14])=[CH:8][CH:7]=1)[CH2:2][CH2:3][CH:4]=[CH2:5] |f:1.2|. Procedure: A mixture of 1.9 g of p-(4-pentenyl)benzonitrile and a 10% solution of potassium hydroxide in diethylene glycol was boiled at 180° C. for 2 hours. The reaction mixture was then cooled to room temperature, adjusted to pH 3 with 23% hydrochloric acid, diluted with water and extracted four times with methylene chloride. The organic phases were washed twice with water, dried over magnesium sulphate, filtered and concentrated, whereby 2.12 g of p-(4-pentenyl)benzoic acid were isolated as brown crysta...